This data is from the Open Reaction Database (ORD), a public repository of structured organic reaction records. The task is: describe an organic reaction: reactants, conditions, products, and yield Reactants: CC(C)(C)OC(=O)CCc1ccnc(-c2nc(=O)c3ccc(F)cc3s2)c1, O=C(O)C(F)(F)F. Yields the product O=C(O)CCc1ccnc(-c2nc(=O)c3ccc(F)cc3s2)c1. RXN SMILES: [F:1][c:2]1[cH:3][c:4]2[c:5]([c:6](=[O:25])[n:7][c:8](-[c:10]3[n:11][cH:12][cH:13][c:14]([CH2:16][CH2:17][C:18](=[O:19])[O:20][C:21]([CH3:22])([CH3:23])[CH3:24])[cH:15]3)[s:9]2)[cH:26][cH:27]1.[OH:28][C:29]([C:30]([F:31])([F:32])[F:33])=[O:34]>>[F:1][c:2]1[cH:3][c:4]2[c:5]([c:6](=[O:25])[n:7][c:8](-[c:10]3[n:11][cH:12][cH:13][c:14]([CH2:16][CH2:17][C:18](=[O:19])[OH:20])[cH:15]3)[s:9]2)[cH:26][cH:27]1. Starting materials: CC(C)(C)OC(=O)CC(CCCC1CCCCC1)C(=O)O, C1COCCO1, C(=NC1CCCCC1)=NC1CCCCC1, CCOC(=O)C(N)=NO, [Na+], [Na+], O=C([O-])[O-], O, On1nnc2ccccc21. The product is CCOC(=O)C(N)=NOC(=O)C(CCCC1CCCCC1)CC(=O)OC(C)(C)C. As a reaction SMILES: [C:1]([CH3:2])([CH3:3])([CH3:4])[O:5][C:6]([CH2:7][CH:8]([C:9](=[O:10])[OH:11])[CH2:12][CH2:13][CH2:14][CH:15]1[CH2:16][CH2:17][CH2:18][CH2:19][CH2:20]1)=[O:21].[CH2:63]1[O:64][CH2:65][CH2:66][O:67][CH2:68]1.[CH:33]1([N:34]=[C:35]=[N:36][CH:37]2[CH2:38][CH2:39][CH2:40][CH2:41][CH2:42]2)[CH2:43][CH2:44][CH2:45][CH2:46][CH2:47]1.[NH2:54][C:55]([C:56](=[O:57])[O:58][CH2:59][CH3:60])=[N:61][OH:62].[Na+:48].[Na+:49].[O-:50][C:51](=[O:52])[O-:53].[OH2:22].[OH:23][n:24]1[c:25]2[cH:26][cH:27][cH:28][cH:29][c:30]2[n:31][n:32]1>>[C:1]([CH3:2])([CH3:3])([CH3:4])[O:5][C:6]([CH2:7][CH:8]([C:9](=[O:10])[O:11][N:54]=[C:55]([C:56](=[O:57])[O:58][CH2:59][CH3:60])[NH2:61])[CH2:12][CH2:13][CH2:14][CH:15]1[CH2:16][CH2:17][CH2:18][CH2:19][CH2:20]1)=[O:21]. Reactants: CC(COC(N=C(C1=CC=C(C=C1)NC(C1=C(C(=CC(=C1)OC)OCCO)F)C1=NN(C(=N1)OCCl)C1=NC=CC=N1)N)=O)(C)C ([1-amino-1-[4-({(5-chloromethoxy-1-pyrimidin-2-yl-1H-[1,2,4]triazol-3-yl)-[2-fluoro-3-(2-hydroxyethoxy)-5-methoxyphenyl]methyl}amino)phenyl]methylidene]carbamic acid 2,2-dimethylpropyl ester), C(O)([O-])=O.[K+] (potassium hydrogen carbonate), [I-].[Na+] (sodium iodide), C(C)(C)OC(C(C(=O)O)(C)C)=O (2,2-dimethylmalonic acid monoisopropyl ester). Solvent: CN(C)C=O (DMF). Conditions: temperature 45 celsius, time 8 hour. Yields the product C(C)(C)OC(C(C(=O)OCOC=1N(N=C(N1)[C@@H](C1=C(C(=CC(=C1)OC)OCCO)F)NC1=CC=C(C=C1)C(=NC(=O)OCC(C)(C)C)N)C1=NC=CC=N1)(C)C)=O (2,2-dimethylmalonic acid 5-{(R)-(4-{amino(2,2-dimethylpropoxycarbonylimino)methyl}phenylamino)-[2-fluoro-3-(2-hydroxyethoxy)-5-methoxyphenyl]methyl}-2-pyrimidin-2-yl-2H-[1,2,4]-triazol-3-yloxymethyl ester isopropyl ester). Reaction SMILES: [CH3:1][C:2]([CH3:46])([CH3:45])[CH2:3][O:4][C:5](=[O:44])[N:6]=[C:7]([NH2:43])[C:8]1[CH:13]=[CH:12][C:11]([NH:14][CH:15]([C:29]2[N:33]=[C:32]([O:34][CH2:35]Cl)[N:31]([C:37]3[N:42]=[CH:41][CH:40]=[CH:39][N:38]=3)[N:30]=2)[C:16]2[CH:21]=[C:20]([O:22][CH3:23])[CH:19]=[C:18]([O:24][CH2:25][CH2:26][OH:27])[C:17]=2[F:28])=[CH:10][CH:9]=1.C(=O)([O-])O.[K+].[I-].[Na+].[CH:54]([O:57][C:58](=[O:65])[C:59]([CH3:64])([CH3:63])[C:60]([OH:62])=[O:61])([CH3:56])[CH3:55]>CN(C=O)C>[CH:54]([O:57][C:58](=[O:65])[C:59]([CH3:63])([CH3:64])[C:60]([O:62][CH2:35][O:34][C:32]1[N:31]([C:37]2[N:42]=[CH:41][CH:40]=[CH:39][N:38]=2)[N:30]=[C:29]([C@H:15]([NH:14][C:11]2[CH:12]=[CH:13][C:8]([C:7]([NH2:43])=[N:6][C:5]([O:4][CH2:3][C:2]([CH3:46])([CH3:45])[CH3:1])=[O:44])=[CH:9][CH:10]=2)[C:16]2[CH:21]=[C:20]([O:22][CH3:23])[CH:19]=[C:18]([O:24][CH2:25][CH2:26][OH:27])[C:17]=2[F:28])[N:33]=1)=[O:61])([CH3:56])[CH3:55] |f:1.2,3.4|. Procedure: To a mixture of [1-amino-1-[4-({(5-chloromethoxy-1-pyrimidin-2-yl-1H-[1,2,4]triazol-3-yl)-[2-fluoro-3-(2-hydroxyethoxy)-5-methoxyphenyl]methyl}amino)phenyl]methylidene]carbamic acid 2,2-dimethylpropyl ester (Example 2b, 70 mg), potassium hydrogen carbonate (74 mg), and DMF (5 mL), sodium iodide (79 mg) and 2,2-dimethylmalonic acid monoisopropyl ester [CAS No. 7695-26-3] (92 mg) were added, and the resulting mixture was stirred at 45° C. overnight. The reaction mixture was filtered, and the filtr... Starting materials: CO, CSc1nc(C)n(-c2ccc(N)cc2)n1. Product: Cc1ncnn1-c1ccc(N)cc1. RXN SMILES: [CH3:16][OH:17].[CH3:1][c:2]1[n:3][c:4]([S:14][CH3:15])[n:5][n:6]1-[c:7]1[cH:8][cH:9][c:10]([NH2:13])[cH:11][cH:12]1>>[CH3:1][c:2]1[n:3][cH:4][n:5][n:6]1-[c:7]1[cH:8][cH:9][c:10]([NH2:13])[cH:11][cH:12]1. The reactants are B(Br)(Br)Br (Boron tribromide), BrCCCCCCC1=C(C(=CC=C1)OC)OC (1-(6-bromohexyl)-2,3-dimethoxybenzene). Solvent: C(Cl)Cl (methylene chloride). The product is BrCCCCCCC1=C(C(=CC=C1)O)O (1-(6-bromohexyl)-2,3-dihydroxybenzene). Yield: 95.5%. As a reaction SMILES: B(Br)(Br)Br.[Br:5][CH2:6][CH2:7][CH2:8][CH2:9][CH2:10][CH2:11][C:12]1[CH:17]=[CH:16][CH:15]=[C:14]([O:18]C)[C:13]=1[O:20]C>C(Cl)Cl>[Br:5][CH2:6][CH2:7][CH2:8][CH2:9][CH2:10][CH2:11][C:12]1[CH:17]=[CH:16][CH:15]=[C:14]([OH:18])[C:13]=1[OH:20]. Procedure details: Boron tribromide (266 mL, 0.266 mol, 1M in methylene chloride) was added dropwise over 1 hour to a cooled (-65°) solution of 40.0 g (0.133 mol) of 1-(6-bromohexyl)-2,3-dimethoxybenzene in 800 mL of anhydrous methylene chloride which was stirred in an argon atmosphere. The cooling bath was then removed and the reaction mixture was stirred for 1.5 hours. After cooling in an ice bath, 100 mL of water and 50 mL of 3N HCl were added and the mixture was stirred for 2 hours. The organic layer was separ...